From a dataset of the Open Reaction Database (ORD), a public repository of structured organic reaction records. describe an organic reaction: reactants, conditions, products, and yield Starting materials: CN1CC=2N(C3=C(C1=O)C=CC=C3)C=NC2C(=O)O (5,6-dihydro-5-methyl-6-oxo-4H-imidazo[1,5-a][1,4]benzodiazepine-3-carboxylic acid), S(=O)(Cl)Cl (thionyl chloride), N1C=NC=C1 (imidazole), O (water). Solvent: CN(C=O)C (dimethyl formamide), O1CCCC1 (tetrahydrofuran), O1CCCC1 (THF). Run at time 1 hour. The product is [N-]1C=NC=C1.CN1CC=2N(C3=C(C1=O)C=CC=C3)C=NC2C(=O)O (5,6-dihydro-5-methyl-6-oxo-4H-imidazo[1,5-a][1,4]benzodiazepine-3-carboxylic acid imidazolide). RXN SMILES: S(Cl)(Cl)=O.[NH:5]1[CH:9]=[CH:8][N:7]=[CH:6]1.[CH3:10][N:11]1[C:17](=[O:18])[C:16]2[CH:19]=[CH:20][CH:21]=[CH:22][C:15]=2[N:14]2[CH:23]=[N:24][C:25]([C:26]([OH:28])=[O:27])=[C:13]2[CH2:12]1.O>O1CCCC1.CN(C)C=O>[N-:5]1[CH:9]=[CH:8][N:7]=[CH:6]1.[CH3:10][N:11]1[C:17](=[O:18])[C:16]2[CH:19]=[CH:20][CH:21]=[CH:22][C:15]=2[N:14]2[CH:23]=[N:24][C:25]([C:26]([OH:28])=[O:27])=[C:13]2[CH2:12]1 |f:6.7|. Procedure: A solution of 1.8 ml thionyl chloride in 25 ml of dry tetrahydrofuran (THF) was added dropwise to a solution of 6.8 g imidazole in 75 ml dry THF. After stirring for 1 hour, the reaction mixture was filtered and the filtrate was added dropwise to 0.0125 mole of dry 5,6-dihydro-5-methyl-6-oxo-4H-imidazo[1,5-a][1,4]benzodiazepine-3-carboxylic acid in 100 ml dry dimethyl formamide. The reaction mixture was left overnight at room temperature with exclusion of water.